Dataset: the Open Reaction Database (ORD), a public repository of structured organic reaction records. Task: describe an organic reaction: reactants, conditions, products, and yield The reactants are [BH4-], CCOC(=O)C=C(C)C=CCC(C)CCC=C(C)C, [Na+], [Na+], C1CCOC1, [OH-], O. Product: CCOC(=O)C=C(C)C=CCC(C)CCCC(C)(C)O. As a reaction SMILES: [BH4-:26].[CH3:7][C:8](=[CH:9][C:10](=[O:11])[O:12][CH2:13][CH3:14])[CH:15]=[CH:16][CH2:17][CH:18]([CH2:19][CH2:20][CH:21]=[C:22]([CH3:23])[CH3:24])[CH3:25].[Na+:27].[Na+:29].[O:2]1[CH2:3][CH2:4][CH2:5][CH2:6]1.[OH-:28].[OH2:1]>>[OH:2][C:22]([CH2:21][CH2:20][CH2:19][CH:18]([CH2:17][CH:16]=[CH:15][C:8]([CH3:7])=[CH:9][C:10](=[O:11])[O:12][CH2:13][CH3:14])[CH3:25])([CH3:23])[CH3:24]. The reactants are CCOC(=O)c1cc([N+](=O)[O-])cn1S(C)(=O)=O, CCO, [H][H]. The product is CCOC(=O)c1cc(N)cn1S(C)(=O)=O. Reaction SMILES: [CH2:1]([CH3:2])[O:3][C:4](=[O:5])[c:6]1[n:7]([S:14](=[O:15])(=[O:16])[CH3:17])[cH:8][c:9]([N+:11]([O-:12])=[O:13])[cH:10]1.[CH3:20][CH2:21][OH:22].[H:18][H:19]>>[CH2:1]([CH3:2])[O:3][C:4](=[O:5])[c:6]1[n:7]([S:14](=[O:15])(=[O:16])[CH3:17])[cH:8][c:9]([NH2:11])[cH:10]1.